From a dataset of the Open Reaction Database (ORD), a public repository of structured organic reaction records. describe an organic reaction: reactants, conditions, products, and yield Starting materials: O (water), Cl.Cl.N1CCC(CC1)N1C(NC2=NC=CC=C21)=O (1-piperidin-4-yl-1,3-dihydro-imidazo[4,5-b]pyridin-2-one dihydrochloride), CCN(C(C)C)C(C)C (DIPEA), ClC1=CC(=NC=N1)C(=O)OCC (ethyl 6-chloropyrimidine-4-carboxylate). The solvent is CN(C)C=O (DMF), C(C)(=O)OCC (ethyl acetate). Run at time 3 hour. The product is O=C1N(C=2C(=NC=CC2)N1)C1CCN(CC1)C1=CC(=NC=N1)C(=O)OCC (ethyl 6-[4-(2-oxo-2,3-dihydro-imidazo[4,5-b]pyridin-1-yl)-piperidin-1-yl]-pyrimidine-4-carboxylate). As a reaction SMILES: Cl.Cl.[NH:3]1[CH2:8][CH2:7][CH:6]([N:9]2[C:17]3[C:12](=[N:13][CH:14]=[CH:15][CH:16]=3)[NH:11][C:10]2=[O:18])[CH2:5][CH2:4]1.CCN(C(C)C)C(C)C.Cl[C:29]1[N:34]=[CH:33][N:32]=[C:31]([C:35]([O:37][CH2:38][CH3:39])=[O:36])[CH:30]=1.O>CN(C=O)C.C(OCC)(=O)C>[O:18]=[C:10]1[NH:11][C:12]2=[N:13][CH:14]=[CH:15][CH:16]=[C:17]2[N:9]1[CH:6]1[CH2:5][CH2:4][N:3]([C:29]2[N:34]=[CH:33][N:32]=[C:31]([C:35]([O:37][CH2:38][CH3:39])=[O:36])[CH:30]=2)[CH2:8][CH2:7]1 |f:0.1.2|. Reported procedure: 5.40 g (18.6 mmol) 1-piperidin-4-yl-1,3-dihydro-imidazo[4,5-b]pyridin-2-one dihydrochloride and 11 mL (63.93 mmol) DIPEA were added to 3.40 g (18.2 mmol) ethyl 6-chloropyrimidine-4-carboxylate in 80 mL DMF. After 3 h stirring at RT the solvent was eliminated i.vac. The residue was combined with 70 mL water and stirred for 10 min. 5 mL ethyl acetate were added and the mixture was stirred vigorously. The precipitated solid was suction filtered and dried at 40° C. in the circulating air dryer. Reactants: NC1=NC(=NC=C1C(=O)C1=C(C=CC(=C1)F)OC)S(=O)(=O)CC ((4-amino-2-ethanesulfonyl-pyrimidin-5-yl)-(5-fluoro-2-methoxy-phenyl)-methanone), C(C)(C)(C)OC(=O)N1C[C@H](CC1)N ((S)-3-amino-pyrrolidine-1-carboxylic acid tert-butyl ester). Product: C(C)(C)(C)OC(=O)N1C[C@H](CC1)NC1=NC=C(C(=N1)N)C(C1=C(C=CC(=C1)F)OC)=O ((S)-3-[4-amino-5-(5-fluoro-2-methoxy-benzoyl)-pyrimidin-2-ylamino]-pyrrolidine-1-carboxylic acid tert-butyl ester). As a reaction SMILES: [NH2:1][C:2]1[C:7]([C:8]([C:10]2[CH:15]=[C:14]([F:16])[CH:13]=[CH:12][C:11]=2[O:17][CH3:18])=[O:9])=[CH:6][N:5]=[C:4](S(CC)(=O)=O)[N:3]=1.[C:24]([O:28][C:29]([N:31]1[CH2:35][CH2:34][C@H:33]([NH2:36])[CH2:32]1)=[O:30])([CH3:27])([CH3:26])[CH3:25]>>[C:24]([O:28][C:29]([N:31]1[CH2:35][CH2:34][C@H:33]([NH:36][C:4]2[N:3]=[C:2]([NH2:1])[C:7]([C:8](=[O:9])[C:10]3[CH:15]=[C:14]([F:16])[CH:13]=[CH:12][C:11]=3[O:17][CH3:18])=[CH:6][N:5]=2)[CH2:32]1)=[O:30])([CH3:27])([CH3:25])[CH3:26]. Reported procedure: The same procedure was used as described in Example 9 starting from (4-amino-2-ethanesulfonyl-pyrimidin-5-yl)-(5-fluoro-2-methoxy-phenyl)-methanone, Example 48, and (S)-3-amino-pyrrolidine-1-carboxylic acid tert-butyl ester (Astatech), to give (S)-3-[4-amino-5-(5-fluoro-2-methoxy-benzoyl)-pyrimidin-2-ylamino]-pyrrolidine-1-carboxylic acid tert-butyl ester. MS (M+H)+, 432. The reactants are COCCBr, C1CCOC1, [K+], [K+], O=C([O-])[O-], COC(=O)c1cc[nH]c(=O)c1, CN(C)C=O. Yields the product COCCn1ccc(C(=O)OC)cc1=O. RXN SMILES: [Br:23][CH2:24][CH2:25][O:26][CH3:27].[CH2:18]1[CH2:19][CH2:20][CH2:21][O:22]1.[K+:12].[K+:13].[O-:14][C:15]([O-:16])=[O:17].[O:1]=[c:2]1[nH:3][cH:4][cH:5][c:6]([C:8](=[O:9])[O:10][CH3:11])[cH:7]1.[O:28]=[CH:29][N:30]([CH3:31])[CH3:32]>>[O:1]=[c:2]1[n:3]([CH2:20][CH2:21][O:22][CH3:18])[cH:4][cH:5][c:6]([C:8](=[O:9])[O:10][CH3:11])[cH:7]1. The reactants are [OH-].[K+] (KOH), OO (hydrogen peroxide), CC(=O)NCCSP(=S)(OC)OC (DAEP), C(C1=CC=CC=C1)(=O)Cl (benzoyl chloride). The solvent is O (water). Conditions: time 25 second. Yields the product C(C1=CC=CC=C1)(=O)OOC(C1=CC=CC=C1)=O (benzoyl peroxide). Isolated yield 63.0%. Reaction SMILES: [OH-:1].[K+].[OH:3][OH:4].[CH3:5][C:6](NCCSP(OC)(OC)=S)=[O:7].[C:18](Cl)(=O)[C:19]1[CH:24]=[CH:23][CH:22]=[CH:21][CH:20]=1>O>[C:18]([O:3][O:4][C:6](=[O:7])[C:5]1[CH:23]=[CH:24][CH:19]=[CH:20][CH:21]=1)(=[O:1])[C:19]1[CH:24]=[CH:23][CH:22]=[CH:21][CH:20]=1 |f:0.1|. Procedure: Giving Benzoyl Peroxide as Major Product: A beaker was loaded with 1.23 g ~85% KOH pellets (19 mmoles) dissolved up to 15.9 ml with water, 2.04 ml of 30% aqueous hydrogen peroxide (20 mmoles), 50 ml of Freon® E1, and 2.32 ml of benzoyl chloride (20 mmoles) with ice bath cooling. An ultrasonic horn connected to a 40 Khz, 150 watt Dukane power source was started up at maximum power and lowered into the reaction mixture. After 25 seconds, ultrasonication was stopped, the solids filtered off, washed... Starting materials: N1=CC=CC=2C(CCCC12)=O (5,6,7,8-Tetrahydroquinolin-5-one), ClC1=CC=C(C(CBr)=O)C=C1 (4-chlorophenacyl bromide). Solvent: C1(=CC=CC=C1)C (toluene). Yields the product ClC1=CC=C(C=C1)C1=CN2C=CC=C3C(CCC1=C23)=O (1-(4-chlorophenyl)-8,9-dihydro-7H-pyrrolo[3,2,1-ij]quinolin-7-one), crystals. As a reaction SMILES: [N:1]1[C:10]2[CH2:9][CH2:8][CH2:7][C:6](=[O:11])[C:5]=2[CH:4]=[CH:3][CH:2]=1.[Cl:12][C:13]1[CH:22]=[CH:21][C:16]([C:17](=O)[CH2:18]Br)=[CH:15][CH:14]=1>C1(C)C=CC=CC=1>[Cl:12][C:13]1[CH:22]=[CH:21][C:16]([C:17]2[C:9]3=[C:10]4[C:5]([C:6](=[O:11])[CH2:7][CH2:8]3)=[CH:4][CH:3]=[CH:2][N:1]4[CH:18]=2)=[CH:15][CH:14]=1. Procedure details: 5,6,7,8-Tetrahydroquinolin-5-one (35 g) was dissolved in 80 ml of toluene. To this solution was added 4-chlorophenacyl bromide (55.6 g) gradually and refluxed for 18 hours. The reaction mixture was cooled to room temperature, and depositing crystals were collected by filtration (78 g). These solids were dissolved in 700 ml of N,N-dimethylformamide. To this solution was added, molecular sieves 3A (30 g) and triethylamine (34 ml), then the reaction mixture was heated at 100° C. for 1 hour. The rea... Reactants: OCc1ccc(Cl)c(Cl)c1, O=Cc1ccc(O)cc1Cl, CCOC(=O)N=NC(=O)OCC, C1CCOC1, c1ccc(P(c2ccccc2)c2ccccc2)cc1, Cc1ccccc1. The product is O=Cc1ccc(OCc2ccc(Cl)c(Cl)c2)cc1Cl. Reaction SMILES: [Cl:11][c:12]1[cH:13][c:14]([CH2:15][OH:16])[cH:17][cH:18][c:19]1[Cl:20].[Cl:1][c:2]1[c:3]([CH:4]=[O:5])[cH:6][cH:7][c:8]([OH:10])[cH:9]1.[N:47]([C:48]([O:49][CH2:50][CH3:51])=[O:52])=[N:53][C:54]([O:55][CH2:56][CH3:57])=[O:58].[O:59]1[CH2:60][CH2:61][CH2:62][CH2:63]1.[c:21]1([P:22]([c:23]2[cH:24][cH:25][cH:26][cH:27][cH:28]2)[c:29]2[cH:30][cH:31][cH:32][cH:33][cH:34]2)[cH:35][cH:36][cH:37][cH:38][cH:39]1.[c:40]1([CH3:41])[cH:42][cH:43][cH:44][cH:45][cH:46]1>>[Cl:1][c:2]1[c:3]([CH:4]=[O:5])[cH:6][cH:7][c:8]([O:10][CH2:15][c:14]2[cH:13][c:12]([Cl:11])[c:19]([Cl:20])[cH:18][cH:17]2)[cH:9]1. Reactants: Cl, [Na+], [Na+], O=C([O-])[O-], CC1(c2ccc3cc(Cc4cccnc4)ccc3c2)OCCO1. Product: CC(=O)c1ccc2cc(Cc3cccnc3)ccc2c1. RXN SMILES: [ClH:30].[Na+:24].[Na+:25].[O-:26][C:27](=[O:28])[O-:29].[n:1]1[cH:2][c:3]([CH2:7][c:8]2[cH:9][c:10]3[cH:11][cH:12][c:13]([C:18]4([CH3:23])[O:19][CH2:22][CH2:21][O:20]4)[cH:14][c:15]3[cH:16][cH:17]2)[cH:4][cH:5][cH:6]1>>[n:1]1[cH:2][c:3]([CH2:7][c:8]2[cH:9][c:10]3[cH:11][cH:12][c:13]([C:18](=[O:19])[CH3:23])[cH:14][c:15]3[cH:16][cH:17]2)[cH:4][cH:5][cH:6]1. Starting materials: ClC1=CC=C(C=C1)C1C(C(C(N1C=1C=C(C2=C(C(=NO2)C)C1)C)=O)=O)C(CC)=O (5-(4-chlorophenyl)-1-(3,7-dimethylbenzo[d]isoxazol-5-yl)-4-propionylpyrrolidine-2,3-dione), N(N)CCO (2-hydrazinylethanol). Yields the product ClC1=CC=C(C=C1)C1N(C(C=2N(N=C(C21)CC)CCO)=O)C=2C=C(C1=C(C(=NO1)C)C2)C (4-(4-chlorophenyl)-5-(3,7-dimethylbenzo[d]isoxazol-5-yl)-3-ethyl-1-(2-hydroxyethyl)-4,5-dihydropyrrolo[3,4-c]pyrazol-6(1H)-one). As a reaction SMILES: [Cl:1][C:2]1[CH:7]=[CH:6][C:5]([CH:8]2[N:12]([C:13]3[CH:14]=[C:15]([CH3:23])[C:16]4[O:20][N:19]=[C:18]([CH3:21])[C:17]=4[CH:22]=3)[C:11](=[O:24])[C:10](=O)[CH:9]2[C:26](=O)[CH2:27][CH3:28])=[CH:4][CH:3]=1.[NH:30]([CH2:32][CH2:33][OH:34])[NH2:31]>>[Cl:1][C:2]1[CH:3]=[CH:4][C:5]([CH:8]2[C:9]3[C:26]([CH2:27][CH3:28])=[N:31][N:30]([CH2:32][CH2:33][OH:34])[C:10]=3[C:11](=[O:24])[N:12]2[C:13]2[CH:14]=[C:15]([CH3:23])[C:16]3[O:20][N:19]=[C:18]([CH3:21])[C:17]=3[CH:22]=2)=[CH:6][CH:7]=1. Reported procedure: The title compound was prepared in analogy to the procedure described in Example 78 using 5-(4-chlorophenyl)-1-(3,7-dimethylbenzo[d]isoxazol-5-yl)-4-propionylpyrrolidine-2,3-dione (Step 79.1) and 2-hydrazinylethanol. The crude material was purified by silica gel chromatography (hexane/EtOAc/MeOH 90:10:1 to 50:50:5 to 0:10:1). tR: 1.10 min (LC-MS 2); ESI-MS: 451 [M+H]+ (LC-MS 2). Reactants: CCO, CCCCCC, CCO, CCOC(=O)CCN(C)C(=O)c1ccc(NC(c2oc3ccc(OCC4CC4)cc3c2C)C(C)C)cc1, [Na+], C1CCOC1, [OH-]. Product: Cc1c(C(Nc2ccc(C(=O)N(C)CCC(=O)O)cc2)C(C)C)oc2ccc(OCC3CC3)cc12. As a reaction SMILES: [CH2:40]([OH:41])[CH3:42].[CH3:43][CH2:44][CH2:45][CH2:46][CH2:47][CH3:48].[CH3:49][CH2:50][OH:51].[CH:1]1([CH2:4][O:5][c:6]2[cH:7][cH:8][c:9]3[c:10]([c:11]([CH3:36])[c:12]([CH:14]([CH:15]([CH3:16])[CH3:17])[NH:18][c:19]4[cH:20][cH:21][c:22]([C:25](=[O:26])[N:27]([CH2:28][CH2:29][C:30](=[O:31])[O:32][CH2:33][CH3:34])[CH3:35])[cH:23][cH:24]4)[o:13]3)[cH:37]2)[CH2:2][CH2:3]1.[Na+:39].[O:52]1[CH2:53][CH2:54][CH2:55][CH2:56]1.[OH-:38]>>[CH:1]1([CH2:4][O:5][c:6]2[cH:7][cH:8][c:9]3[c:10]([c:11]([CH3:36])[c:12]([CH:14]([CH:15]([CH3:16])[CH3:17])[NH:18][c:19]4[cH:20][cH:21][c:22]([C:25](=[O:26])[N:27]([CH2:28][CH2:29][C:30](=[O:31])[OH:32])[CH3:35])[cH:23][cH:24]4)[o:13]3)[cH:37]2)[CH2:2][CH2:3]1.